This data is from the Open Reaction Database (ORD), a public repository of structured organic reaction records. The task is: describe an organic reaction: reactants, conditions, products, and yield The reactants are [H-].[Al+3].[Li+].[H-].[H-].[H-] (lithium aluminium hydride), NC1=CC(=C(C(=O)OCC)C=C1Cl)OC (ethyl 4-amino-5-chloro-2-methoxybenzoate), NC1=CC(=C(C(=O)OCC)C=C1Cl)OC (ethyl 4-amino-5-chloro-2-methoxybenzoate). Solvent: O1CCCC1 (tetrahydrofuran), O1CCCC1 (tetrahydrofuran). Run at temperature 0 celsius. The product is NC1=CC(=C(C=C1Cl)CO)OC ((4-Amino-5-chloro-2-methoxyphenyl)methanol), solid. Isolated yield 80.0%. As a reaction SMILES: [H-].[Al+3].[Li+].[H-].[H-].[H-].[NH2:7][C:8]1[C:18]([Cl:19])=[CH:17][C:11]([C:12](OCC)=[O:13])=[C:10]([O:20][CH3:21])[CH:9]=1>O1CCCC1>[NH2:7][C:8]1[C:18]([Cl:19])=[CH:17][C:11]([CH2:12][OH:13])=[C:10]([O:20][CH3:21])[CH:9]=1 |f:0.1.2.3.4.5|. Procedure: To a solution of lithium aluminium hydride (0.96 g, 0.025 mol) in tetrahydrofuran (100 mL) was added dropwise at room temperature a solution of ethyl 4-amino-5-chloro-2-methoxybenzoate (intermediate 37; 4.4 g, 0.019 mol) in tetrahydrofuran (25 mL). Then the mixture was refluxed for 2 hours. The excess of hydride was destroyed by successive addition of 1 ml of water, 1 ml of 4N NaOH solution and 2 ml of water, filtered through celite and washed with ethyl acetate. The organic solvent was reduced ... Procedure details: The 1,3-butadiene-butyl acrylate copolymer prepared according to Example 19 is hydrogenated and isolated according to Example 18 with the exception that 1 ml. of 30% aqueous hydrogen peroxide is added to the aqueous citric acid solution to speed up isolation. Both IR and NMR spectra of the final copolymer show no olefinic absorptions (no unsaturation). GPC gives Mw=9.3×105, Mn=1.6×105, and Mw/Mn=5.7 (relative to polymethylmethacrylate). The performance of this copolymer as a VI improver is illus... Reactants: hydrogenated 1,3-butadiene-butyl acrylate, C=CC=C.C(C=C)(=O)OCC (1,3-butadiene ethyl acrylate), C=CC=C.C(C(=C)C)(=O)OC (1,3-butadiene methyl methacrylate). Product: C=CC=C.C(C=C)(=O)OCCCC (1,3-Butadiene Butyl Acrylate). RXN SMILES: [CH2:1]=[CH:2][CH:3]=[CH2:4].[C:5]([O:9][CH2:10][CH3:11])(=[O:8])[CH:6]=[CH2:7].[CH2:12]=[CH:13]C=C.C(OC)(=O)C(C)=C>>[CH2:1]=[CH:2][CH:3]=[CH2:4].[C:5]([O:9][CH2:10][CH2:11][CH2:12][CH3:13])(=[O:8])[CH:6]=[CH2:7] |f:0.1,2.3,4.5|. The reactants are BrCCCCCCBr, CCOC(=O)C(C)C, C1CCCCC1, CN(C)P(=O)(N(C)C)N(C)C, CC(C)NC(C)C, [Li], C1CCOC1. The product is CCOC(=O)C(C)(C)CCCCCCBr. RXN SMILES: [Br:23][CH2:24][CH2:25][CH2:26][CH2:27][CH2:28][CH2:29][Br:30].[C:15]([CH:16]([CH3:17])[CH3:18])(=[O:19])[O:20][CH2:21][CH3:22].[CH2:9]1[CH2:10][CH2:11][CH2:12][CH2:13][CH2:14]1.[CH3:36][N:37]([P:38]([N:39]([CH3:40])[CH3:41])([N:42]([CH3:43])[CH3:44])=[O:45])[CH3:46].[CH:1]([NH:2][CH:3]([CH3:4])[CH3:5])([CH3:6])[CH3:7].[Li:8].[O:31]1[CH2:32][CH2:33][CH2:34][CH2:35]1>>[C:15]([C:16]([CH3:17])([CH3:18])[CH2:24][CH2:25][CH2:26][CH2:27][CH2:28][CH2:29][Br:30])(=[O:19])[O:20][CH2:21][CH3:22]. Reactants: [C-]#N, [C-]#N, CC(=O)[O-], CC(=O)[O-], CN1CCCC1=O, Nc1nccc2ccc(OS(=O)(=O)C(F)(F)F)cc12, [Pd+2], [Zn+2], c1ccc(P(c2ccccc2)c2ccccc2)cc1. The product is N#Cc1ccc2ccnc(N)c2c1. As a reaction SMILES: [C-:55]#[N:56].[C-:58]#[N:59].[C:46]([O-:47])(=[O:48])[CH3:49].[C:51]([O-:52])(=[O:53])[CH3:54].[CH3:39][N:40]1[CH2:41][CH2:42][CH2:43][C:44]1=[O:45].[NH2:1][c:2]1[n:3][cH:4][cH:5][c:6]2[cH:7][cH:8][c:9]([O:12][S:13]([C:14]([F:15])([F:16])[F:17])(=[O:18])=[O:19])[cH:10][c:11]12.[Pd+2:50].[Zn+2:57].[c:20]1([P:21]([c:22]2[cH:23][cH:24][cH:25][cH:26][cH:27]2)[c:28]2[cH:29][cH:30][cH:31][cH:32][cH:33]2)[cH:34][cH:35][cH:36][cH:37][cH:38]1>>[NH2:1][c:2]1[n:3][cH:4][cH:5][c:6]2[cH:7][cH:8][c:9]([C:39]#[N:40])[cH:10][c:11]12. Reactants: OC(C(C)OC1=NC(=NC2=CC=CC=C12)N1CCNCC1)C (4-[(2RS,3SR)-(3-hydroxybutan-2-yl)oxy]-2-(1-piperazinyl)quinazoline), C(C)(=O)O (acetic acid). The solvent is CC(=O)C (acetone). The product is C(C)(=O)O.OC(C(C)OC1=NC(=NC2=CC=CC=C12)N1CCNCC1)C (4-[(2RS,3SR)-(3-hydroxybutan-2-yl)oxy]-2-(1-piperazinyl)quinazoline monoacetate). The yield is 66.5%. Reaction SMILES: [OH:1][CH:2]([CH3:22])[CH:3]([O:5][C:6]1[C:15]2[C:10](=[CH:11][CH:12]=[CH:13][CH:14]=2)[N:9]=[C:8]([N:16]2[CH2:21][CH2:20][NH:19][CH2:18][CH2:17]2)[N:7]=1)[CH3:4].[C:23]([OH:26])(=[O:25])[CH3:24]>CC(C)=O>[C:23]([OH:26])(=[O:25])[CH3:24].[OH:1][CH:2]([CH3:22])[CH:3]([O:5][C:6]1[C:15]2[C:10](=[CH:11][CH:12]=[CH:13][CH:14]=2)[N:9]=[C:8]([N:16]2[CH2:17][CH2:18][NH:19][CH2:20][CH2:21]2)[N:7]=1)[CH3:4] |f:3.4|. Reported procedure: To a suspension of 4-[(2RS,3SR)-(3-hydroxybutan-2-yl)oxy]-2-(1-piperazinyl)quinazoline (cf. Example 46) (600 mg) in acetone (20 ml) is added acetic acid (136 mg), and the mixture is filtered, and the filtrate is allowed to stand at room temperature, and the precipitated crystals are separated by filtration to give 4-[(2RS,3SR)-(3-hydroxybutan-2-yl)oxy]-2-(1-piperazinyl)quinazoline monoacetate (478 mg) as crystals.